This data is from the Open Reaction Database (ORD), a public repository of structured organic reaction records. The task is: describe an organic reaction: reactants, conditions, products, and yield Starting materials: [Cl-].[Al+3].[Cl-].[Cl-] (aluminum chloride), C#C (acetylene), C(CCCCC)(=O)Cl (hexanoyl chloride). The solvent is C(Cl)(Cl)(Cl)Cl (carbon tetrachloride). Yields the product Cl\C=C\C(CCCCC)=O (1-chloro-trans-1-octen-3-one). RXN SMILES: [Cl-:1].[Al+3].[Cl-].[Cl-].[CH:5]#[CH:6].[C:7](Cl)(=[O:13])[CH2:8][CH2:9][CH2:10][CH2:11][CH3:12]>C(Cl)(Cl)(Cl)Cl>[Cl:1]/[CH:5]=[CH:6]/[C:7](=[O:13])[CH2:8][CH2:9][CH2:10][CH2:11][CH3:12] |f:0.1.2.3|. Procedure: To a slurry of 233.5 g. (1.75 moles) of aluminum chloride in 390 ml. of carbon tetrachloride, saturated with acetylene and cooled in an ice bath, is added over 20 minutes 201.9 g. (1.50 moles) of hexanoyl chloride. After the addition is complete, acetylene is bubbled into the mixture as rapidly as it is absorbed and for 1 hour after absorption becomes slow. The mixture is poured onto 1700 g. of ice and 720 ml. of saturated brine. The organic phase is separated and the aqueous phase is washed wit... Starting materials: C(C)(=O)OCC (ethyl acetate), ON1N=NC2=C1C=C(C=C2)[N+](=O)[O-] (1-Hydroxy-6-nitro-1,2,3-benzotriazole), CS(=O)(=O)Cl (methanesulfonyl chloride), C(C)(=O)OCC (ethyl acetate), O (water). The solvent is [OH-].[Na+] (sodium hydroxide). Yields the product CS(=O)(=O)ON1N=NC2=C1C=C(C=C2)[N+](=O)[O-] (1-methanesulfonyloxy-6-nitro-1,2,3-benzotriazole). The yield is 70.7%. As a reaction SMILES: [OH:1][N:2]1[C:6]2[CH:7]=[C:8]([N+:11]([O-:13])=[O:12])[CH:9]=[CH:10][C:5]=2[N:4]=[N:3]1.[CH3:14][S:15](Cl)(=[O:17])=[O:16].C(OCC)(=O)C.O>[OH-].[Na+]>[CH3:14][S:15]([O:1][N:2]1[C:6]2[CH:7]=[C:8]([N+:11]([O-:13])=[O:12])[CH:9]=[CH:10][C:5]=2[N:4]=[N:3]1)(=[O:17])=[O:16] |f:4.5|. Reported procedure: 1-Hydroxy-6-nitro-1,2,3-benzotriazole (7.2 g) is dissolved in 1 N aqueous sodium hydroxide (40 ml). To the solution is added dropwise methanesulfonyl chloride (5.6 g) with stirring under ice-cooling and thereto are added ethyl acetate (100 ml) and water (100 ml). The mixture is stirred at room temperature for 1 hour. To the reaction mixture is added ethyl acetate (50 ml) and the insoluble materials are filtered off. The ethyl acetate layer is dried over magnesium sulfate-charcoal. After drying, ...